From a dataset of the Open Reaction Database (ORD), a public repository of structured organic reaction records. describe an organic reaction: reactants, conditions, products, and yield Starting materials: FC(F)(F)CN=C=S, Nc1ccnc(SCC#CCN2C(=O)c3ccccc3C2=O)n1, CN(C)C=O. Product: O=C1c2ccccc2C(=O)N1CC#CCSc1nccc(NC(=S)NCC(F)(F)F)n1. Reaction SMILES: [F:24][C:25]([CH2:26][N:27]=[C:28]=[S:29])([F:30])[F:31].[NH2:1][c:2]1[n:3][c:4]([S:8][CH2:9][C:10]#[C:11][CH2:12][N:13]2[C:14](=[O:23])[c:15]3[c:16]([cH:19][cH:20][cH:21][cH:22]3)[C:17]2=[O:18])[n:5][cH:6][cH:7]1.[O:32]=[CH:33][N:34]([CH3:35])[CH3:36]>>[NH:1]([c:2]1[n:3][c:4]([S:8][CH2:9][C:10]#[C:11][CH2:12][N:13]2[C:14](=[O:23])[c:15]3[c:16]([cH:19][cH:20][cH:21][cH:22]3)[C:17]2=[O:18])[n:5][cH:6][cH:7]1)[C:28]([NH:27][CH2:26][C:25]([F:24])([F:30])[F:31])=[S:29]. The reactants are COC=1C(=NC2=CC=CC=C2C1)C (3-methoxy-2-methylquinoline), [H][H] (hydrogen). The reagents and catalysts are [Pd] (palladium on activated carbon). Run in FC(C(=O)O)(F)F (trifluoro-acetic acid). The product is COC=1C(=NC=2CCCCC2C1)C (5,6,7,8-tetrahydro-3-methoxy-2-methylquinoline). Yield: 99.6%. Reaction SMILES: [CH3:1][O:2][C:3]1[C:4]([CH3:13])=[N:5][C:6]2[C:11]([CH:12]=1)=[CH:10][CH:9]=[CH:8][CH:7]=2.[H][H]>FC(F)(F)C(O)=O.[Pd]>[CH3:1][O:2][C:3]1[C:4]([CH3:13])=[N:5][C:6]2[CH2:7][CH2:8][CH2:9][CH2:10][C:11]=2[CH:12]=1. Reported procedure: A mixture of 3-methoxy-2-methylquinoline (0.081 mol) in trifluoro-acetic acid (150 ml) was hydrogenated at room temperature under a 34 bar pressure for 48 hours with palladium on activated carbon (2 g) as a catalyst. After uptake of hydrogen (2 equiv.), the catalyst was filtered through celite and washed with H2O. The filtrate was basified with a concentrated NH4 OH solution and extracted with CH2Cl2. The organic layer was separated, dried (MgSO4), filtered and the solvent was evaporated, yieldi... Starting materials: C(C)OC(C(=O)C=1SC=C(C1Br)Br)=O ((3,4-Dibromothiophen-2-yl)-oxo-acetic acid ethyl ester), [OH-].[Na+] (NaOH), Cl (HCl). Run in O (water). The product is BrC1=C(SC=C1Br)C(C(=O)O)=O ((3,4-dibromothiophen-2-yl)-oxo-acetic acid). Isolated yield 50.2%. Reaction SMILES: C([O:3][C:4](=[O:14])[C:5]([C:7]1[S:8][CH:9]=[C:10]([Br:13])[C:11]=1[Br:12])=[O:6])C.[OH-].[Na+].Cl>O>[Br:12][C:11]1[C:10]([Br:13])=[CH:9][S:8][C:7]=1[C:5](=[O:6])[C:4]([OH:14])=[O:3] |f:1.2|. Procedure details: (3,4-Dibromothiophen-2-yl)-oxo-acetic acid ethyl ester (6.84 g, 20 mmol) was stirred in a mixture of 100 ml water and 10 N NaOH (10 ml, 100 mmol) at room temperature for 20 hours. The reaction mixture was then acidified with 3N HCl, and extracted with ethyl acetate (3×50 ml). The combined ethyl acetate extracts were dried over Na2SO4 and concentrated under vacuum to yield (3,4-dibromothiophen-2-yl)-oxo-acetic acid (3.15 g, 50%). MS (M−H)−: 312.74; 1H NMR (300 MHz, DMSO-d6) δ8.45 (1H, s). The reactants are C(C)C1=NOC(=C1C(=O)NC)CC(C1=CC=CC=C1)O (3-ethyl-5-(β-hydroxyphenethyl)-N-methyl-isoxazole-4-carboxamide), C(C)(=O)O (acetic acid). The reagents and catalysts are [O-2].[O-2].[O-2].[Cr+6] (chromium trioxide). Run in O (water). Reaction conditions: time 2 hour. Yields the product C(C)C1=NOC(=C1C(=O)NC)CC(=O)C1=CC=CC=C1 (3-ethyl-N-methyl-5-phenacyl-4-isoxazole carboxamide). As a reaction SMILES: [CH2:1]([C:3]1[C:7]([C:8]([NH:10][CH3:11])=[O:9])=[C:6]([CH2:12][CH:13]([OH:20])[C:14]2[CH:19]=[CH:18][CH:17]=[CH:16][CH:15]=2)[O:5][N:4]=1)[CH3:2].C(O)(=O)C>[O-2].[O-2].[O-2].[Cr+6].O>[CH2:1]([C:3]1[C:7]([C:8]([NH:10][CH3:11])=[O:9])=[C:6]([CH2:12][C:13]([C:14]2[CH:15]=[CH:16][CH:17]=[CH:18][CH:19]=2)=[O:20])[O:5][N:4]=1)[CH3:2] |f:2.3.4.5|. Procedure: A solution of 29.0 g. (0.105 mole) of 3-ethyl-5-(β-hydroxyphenethyl)-N-methyl-isoxazole-4-carboxamide and 500 ml. acetic acid at room temperature is treated dropwise rapidly with 12.5 g. (0.125 mole) of chromium trioxide in 125 ml. water. The resulting solution is stirred for 2 hours at room temperature and a portion of the acetic acid is removed in vacuo. The remainder is poured onto ice water and extracted with methylene chloride. The methylene chloride layer is washed with 2N sodium hydroxide... Starting materials: FC=1C=C(C=CC1F)C1N(C(OC1)=O)C(=O)OC1=CC=C(C=C1)[N+](=O)[O-] (4-(3,4-difluorophenyl)-3-(4-nitrophenyloxy-carbonyl)-2-oxo-oxazolidine), COC1(CC(C(CC1)NCCN)=C=O)C1=CC=CC=C1 (2-[4-methoxy-carbonyl-4-phenylcyclohex-1-yl]aminoethylamine). Run in ClCCl (dichloromethane). Yields the product C1(=CC=CC=C1)C1(CCC(CC1)NCCNC(=O)N1C(OCC1C1=CC(=C(C=C1)F)F)=O)C(=O)OC ((+)-2-Oxo-4-(3,4-difluorophenyl)-oxazolidine-3-carboxylic acid [2-(4-phenyl-4-methoxycarbonyl-cyclohexylamino)-ethyl]amide). As a reaction SMILES: [F:1][C:2]1[CH:3]=[C:4]([CH:9]2[CH2:13][O:12][C:11](=[O:14])[N:10]2[C:15]([O:17]C2C=CC([N+]([O-])=O)=CC=2)=O)[CH:5]=[CH:6][C:7]=1[F:8].CO[C:29]1([C:41]2[CH:46]=[CH:45][CH:44]=[CH:43][CH:42]=2)[CH2:34][CH2:33][CH:32]([NH:35][CH2:36][CH2:37][NH2:38])[C:31](=C=O)[CH2:30]1>ClCCl>[C:41]1([C:29]2([C:11]([O:12][CH3:13])=[O:14])[CH2:30][CH2:31][CH:32]([NH:35][CH2:36][CH2:37][NH:38][C:15]([N:10]3[CH:9]([C:4]4[CH:5]=[CH:6][C:7]([F:8])=[C:2]([F:1])[CH:3]=4)[CH2:13][O:12][C:11]3=[O:14])=[O:17])[CH2:33][CH2:34]2)[CH:42]=[CH:43][CH:44]=[CH:45][CH:46]=1. Procedure: A mixture of 4-(3,4-difluorophenyl)-3-(4-nitrophenyloxy-carbonyl)-2-oxo-oxazolidine (50 mg, 0.123 mmol) and 2-[4-methoxy-carbonyl-4-phenylcyclohex-1-yl]aminoethylamine (75 mg) in dichloromethane (6 mL) was stirred at room temperature and the product formed was purified by preparative TLC on silica gel using ethyl acetate as the eluent. There were two bands for the two isomers, the higher band was the minor product (1H-NMR confirmed it to be the cis isomer with respect to methoxycarbonyl and amin... The reactants are CCOC(=O)c1cnc2c(c1O)C(=NO)CCC2, Cl, [Na+], [OH-], O. Product: O=C(O)c1cnc2c(c1O)C(=NO)CCC2. Reaction SMILES: [CH2:3]([CH3:4])[O:5][C:6](=[O:7])[c:8]1[cH:9][n:10][c:11]2[c:16]([c:17]1[OH:18])[C:15](=[N:19][OH:20])[CH2:14][CH2:13][CH2:12]2.[ClH:21].[Na+:2].[OH-:1].[OH2:22]>>[O:5]=[C:6]([OH:7])[c:8]1[cH:9][n:10][c:11]2[c:16]([c:17]1[OH:18])[C:15](=[N:19][OH:20])[CH2:14][CH2:13][CH2:12]2. Starting materials: C, CO, [Pd], CCC(=O)NCC=C1CCc2ccc3ncoc3c21. Yields the product CCC(=O)NCCC1CCc2ccc3ncoc3c21. RXN SMILES: [C:22].[CH3:20][OH:21].[Pd:23].[o:1]1[cH:2][n:3][c:4]2[c:5]1[c:6]1[c:10]([cH:11][cH:12]2)[CH2:9][CH2:8][C:7]1=[CH:13][CH2:14][NH:15][C:16]([CH2:17][CH3:18])=[O:19]>>[o:1]1[cH:2][n:3][c:4]2[c:5]1[c:6]1[c:10]([cH:11][cH:12]2)[CH2:9][CH2:8][CH:7]1[CH2:13][CH2:14][NH:15][C:16]([CH2:17][CH3:18])=[O:19].